This data is from the Open Reaction Database (ORD), a public repository of structured organic reaction records. The task is: describe an organic reaction: reactants, conditions, products, and yield The reactants are C1(=CC(=CC=C1)CN)CN (metaxylylene diamine), NC1=CC=C(C=C1)S(=O)(=O)C1=CC=C(C=C1)N (bis(4-aminophenyl)sulfone), polyamine, C1(=CC=C(C=C1)N)N (paraphenylene diamine), NC1=CC=C(C=C1)CC1=CC=C(C=C1)N (bis(4-aminophenyl)methane), NC1=CC=C(C=C1)C(C)(C)C1=CC=C(C=C1)N (2,2-bis(4-aminophenyl)propane), NC1=CC=C(C=C1)OC1=CC=C(C=C1)N (bis(4-aminophenyl)ether), NC1(CC=C(C=C1)C1=CC=CC=C1)N (4,4-diaminobiphenyl), polyamine, C1(=CC(=CC=C1)N)N (metaphenylene diamine), C1(=CC=C(C=C1)CN)CN (paraxylylene diamine). The product is NC1=CC=CC=C1 (aniline), C=O (formaldehyde). RXN SMILES: [C:1]1(N)[CH:6]=[CH:5][CH:4]=[C:3]([NH2:7])[CH:2]=1.C1(N)C=CC(N)=CC=1.C1(CN)C=CC=C(CN)C=1.C1(CN)C=CC(CN)=CC=1.NC1(N)C=CC(C2C=CC=CC=2)=CC1.NC1C=CC(CC2C=CC(N)=CC=2)=CC=1.NC1C=C[C:70]([O:73]C2C=CC(N)=CC=2)=CC=1.NC1C=CC(S(C2C=CC(N)=CC=2)(=O)=O)=CC=1.NC1C=CC(C(C2C=CC(N)=CC=2)(C)C)=CC=1>>[NH2:7][C:3]1[CH:4]=[CH:5][CH:6]=[CH:1][CH:2]=1.[CH2:70]=[O:73]. Reported procedure: Examples of the preferable polyamine include metaphenylene diamine, paraphenylene diamine, metaxylylene diamine, paraxylylene diamine, 4,4-diaminobiphenyl, bis(4-aminophenyl)methane, bis(4-aminophenyl)ether, bis(4-aminophenyl)sulfone, 2,2-bis(4-aminophenyl)propane, melanins having s-triazine rings, and polyamine obtained by a reaction between aniline and formaldehyde (usually, an decanuclear or less substance is preferably used).